This data is from the Open Reaction Database (ORD), a public repository of structured organic reaction records. The task is: describe an organic reaction: reactants, conditions, products, and yield Starting materials: BrC=1C(=C2C(=NC1)NC=C2NC(C2=CC(=C(C=C2)OC)F)=O)F (N-(5-bromo-4-fluoro-1H-pyrrolo[2,3-b]pyridin-3-yl)-3-fluoro-4-methoxybenzamide), N1C[C@@H](CCC1)NC(OC(C)(C)C)=O ((R)-tert-butyl piperidin-3-ylcarbamate). Solvent: CCCCO (n-BuOH). Reaction conditions: temperature 155 celsius, time 16 hour. The product is BrC=1C(=C2C(=NC1)NC=C2NC(C2=CC(=C(C=C2)OC)F)=O)N2C[C@@H](CCC2)NC(OC(C)(C)C)=O ((R)-tert-butyl 1-(5-bromo-3-(3-fluoro-4-methoxybenzamido)-1H-pyrrolo[2,3-b]pyridin-4-yl)piperidin-3-ylcarbamate). Yield: 27.2%. RXN SMILES: [Br:1][C:2]1[C:3](F)=[C:4]2[C:10]([NH:11][C:12](=[O:22])[C:13]3[CH:18]=[CH:17][C:16]([O:19][CH3:20])=[C:15]([F:21])[CH:14]=3)=[CH:9][NH:8][C:5]2=[N:6][CH:7]=1.[NH:24]1[CH2:29][CH2:28][CH2:27][C@@H:26]([NH:30][C:31](=[O:37])[O:32][C:33]([CH3:36])([CH3:35])[CH3:34])[CH2:25]1>CCCCO>[Br:1][C:2]1[C:3]([N:24]2[CH2:29][CH2:28][CH2:27][C@@H:26]([NH:30][C:31](=[O:37])[O:32][C:33]([CH3:35])([CH3:34])[CH3:36])[CH2:25]2)=[C:4]2[C:10]([NH:11][C:12](=[O:22])[C:13]3[CH:18]=[CH:17][C:16]([O:19][CH3:20])=[C:15]([F:21])[CH:14]=3)=[CH:9][NH:8][C:5]2=[N:6][CH:7]=1. Procedure details: A mixture of N-(5-bromo-4-fluoro-1H-pyrrolo[2,3-b]pyridin-3-yl)-3-fluoro-4-methoxybenzamide (300 mg, 0.785 mmol) and (R)-tert-butyl piperidin-3-ylcarbamate (472 mg, 2.36 mmol) in n-BuOH (3 mL) was stirred at 155° C. for 16 hours in a sealed tube. The reaction was then cooled to room temperature and concentrated in vacuo. The resulting residue was purified by reverse phase HPLC (Gilson) to provide (R)-tert-butyl 1-(5-bromo-3-(3-fluoro-4-methoxybenzamido)-1H-pyrrolo[2,3-b]pyridin-4-yl)piperidin-3-... Reactants: C[C@]12CC[C@H]3[C@H]([C@@H]1CCC2=O)CC(=C)C4=CC(=O)C=C[C@]34C (exemestane), C[C@]12CC[C@H]3[C@H]([C@@H]1CCC2=O)CC(=C)C4=CC(=O)C=C[C@]34C (exemestane), [BH4-].[Na+] (NaBH4), C[C@]12CC[C@H]3[C@H]([C@@H]1CCC2=O)CC(=C)C4=CC(=O)C=C[C@]34C (exemestane), C[C@]12CC[C@H]3[C@H]([C@@H]1CCC2=O)CC(=C)C4=CC(=O)C=C[C@]34C (exemestane), [BH4-].[Na+] (NaBH4). Solvent: CO.O (methanol water). Conditions: time 3 day. The product is C[C@]12CC[C@H]3[C@H]([C@@H]1CCC2O)CC(=C)C4=CC(=O)C=C[C@]34C (17-dihydroexemestane). As a reaction SMILES: [CH3:1][C@@:2]12[C:10](=[O:11])[CH2:9][CH2:8][C@H:7]1[C@@H:6]1[CH2:12][C:13]([C:15]3[C@@:21]([CH3:22])([C@H:5]1[CH2:4][CH2:3]2)[CH:20]=[CH:19][C:17](=[O:18])[CH:16]=3)=[CH2:14].[BH4-].[Na+]>CO.O>[CH3:1][C@@:2]12[CH:10]([OH:11])[CH2:9][CH2:8][C@H:7]1[C@@H:6]1[CH2:12][C:13]([C:15]3[C@@:21]([CH3:22])([C@H:5]1[CH2:4][CH2:3]2)[CH:20]=[CH:19][C:17](=[O:18])[CH:16]=3)=[CH2:14] |f:1.2,3.4|. Procedure: 17-dihydroexemestane is prepared from exemestane as described in Mareck, U. et al., Rapid Commun Mass Spectrom, 20: 1954-62, 2006 with minor modifications. Briefly, exemestane and NaBH4 are individually dissolved in methanol/water (4:1, v/v). For reduction of the 17-keto functional group of exemestane, NaBH4 is slowly added to the suspended exemestane in a 1:2 molar ratio. The mixture is left at ambient temperature for at least 1 h and then assayed by thin layer chromatography to ensure reaction... Starting materials: CCCCCCCCCN, CCN=C=NCCCN(C)C, COc1ccc(Oc2c(Cl)cc([N+](=O)[O-])cc2Cl)cc1C(=O)O, ClCCl, Cl, O, On1nnc2ccccc21. Product: CCCCCCCCCNC(=O)c1cc(Oc2c(Cl)cc([N+](=O)[O-])cc2Cl)ccc1OC. Reaction SMILES: [CH2:47]([CH2:48][CH2:49][CH2:50][CH2:51][CH2:52][CH2:53][CH2:54][CH3:55])[NH2:56].[CH3:25][N:26]([CH3:27])[CH2:28][CH2:29][CH2:30][N:31]=[C:32]=[N:33][CH2:34][CH3:35].[Cl:1][c:2]1[c:3]([O:4][c:5]2[cH:6][cH:7][c:8]([O:14][CH3:15])[c:9]([C:10](=[O:11])[OH:12])[cH:13]2)[c:16]([Cl:23])[cH:17][c:18]([N+:20](=[O:21])[O-:22])[cH:19]1.[Cl:57][CH2:58][Cl:59].[ClH:24].[OH2:36].[OH:37][n:38]1[c:39]2[cH:40][cH:41][cH:42][cH:43][c:44]2[n:45][n:46]1>>[Cl:1][c:2]1[c:3]([O:4][c:5]2[cH:6][cH:7][c:8]([O:14][CH3:15])[c:9]([C:10](=[O:11])[NH:56][CH2:47][CH2:48][CH2:49][CH2:50][CH2:51][CH2:52][CH2:53][CH2:54][CH3:55])[cH:13]2)[c:16]([Cl:23])[cH:17][c:18]([N+:20](=[O:21])[O-:22])[cH:19]1. Starting materials: CCOC(C)=O, [N-]=[N+]=NCc1cccc2cnccc12. Product: NCc1cccc2cnccc12. Reaction SMILES: [CH3:15][CH2:16][O:17][C:18]([CH3:19])=[O:20].[N:1](=[N+:2]=[N-:3])[CH2:4][c:5]1[c:6]2[cH:7][cH:8][n:9][cH:10][c:11]2[cH:12][cH:13][cH:14]1>>[NH2:1][CH2:4][c:5]1[c:6]2[cH:7][cH:8][n:9][cH:10][c:11]2[cH:12][cH:13][cH:14]1. Reactants: OC(Cc1ccccc1)CC1CCN(Cc2ccccc2)CC1, CCN=C=NCCCN(C)C, CN(C)c1ccncc1, ClCCl, Cl, CC(C(=O)O)c1ccccc1. Yields the product CC(C(=O)OC(Cc1ccccc1)CC1CCN(Cc2ccccc2)CC1)c1ccccc1. As a reaction SMILES: [CH2:1]([c:2]1[cH:3][cH:4][cH:5][cH:6][cH:7]1)[N:8]1[CH2:9][CH2:10][CH:11]([CH2:14][CH:15]([CH2:16][c:17]2[cH:18][cH:19][cH:20][cH:21][cH:22]2)[OH:23])[CH2:12][CH2:13]1.[CH3:36][N:37]([CH3:38])[CH2:39][CH2:40][CH2:41][N:42]=[C:43]=[N:44][CH2:45][CH3:46].[CH3:50][N:51]([CH3:52])[c:53]1[cH:54][cH:55][n:56][cH:57][cH:58]1.[Cl:47][CH2:48][Cl:49].[ClH:35].[c:24]1([CH:30]([C:31](=[O:32])[OH:33])[CH3:34])[cH:25][cH:26][cH:27][cH:28][cH:29]1>>[CH2:1]([c:2]1[cH:3][cH:4][cH:5][cH:6][cH:7]1)[N:8]1[CH2:9][CH2:10][CH:11]([CH2:14][CH:15]([CH2:16][c:17]2[cH:18][cH:19][cH:20][cH:21][cH:22]2)[O:23][C:31]([CH:30]([c:24]2[cH:25][cH:26][cH:27][cH:28][cH:29]2)[CH3:34])=[O:32])[CH2:12][CH2:13]1. The reactants are CCN=C=NCCCN(CC)CC, COc1cccc(CCN)c1, ClCCl, Cl, O, On1nnc2ccccc21, O=C(O)c1cccs1. Product: COc1cccc(CCNC(=O)c2cccs2)c1. RXN SMILES: [CH2:32]([N:33]([CH2:34][CH3:35])[CH2:36][CH2:37][CH2:38][N:39]=[C:40]=[N:41][CH2:42][CH3:43])[CH3:44].[CH3:1][O:2][c:3]1[cH:4][c:5]([CH2:6][CH2:7][NH2:8])[cH:9][cH:10][cH:11]1.[Cl:45][CH2:46][Cl:47].[ClH:31].[OH2:20].[OH:21][n:22]1[c:23]2[cH:24][cH:25][cH:26][cH:27][c:28]2[n:29][n:30]1.[s:12]1[c:13]([C:17](=[O:18])[OH:19])[cH:14][cH:15][cH:16]1>>[CH3:1][O:2][c:3]1[cH:4][c:5]([CH2:6][CH2:7][NH:8][C:17]([c:13]2[s:12][cH:16][cH:15][cH:14]2)=[O:18])[cH:9][cH:10][cH:11]1. The reactants are NC=1C(N(C(N(C1N)CCCC)=O)CC1=C(C=CC=C1)F)=O (5,6-diamino-1-butyl-3-(2-fluoro-benzyl)-1H-pyrimidine-2,4-dione), N1=C(C=CC=C1)NS(=O)(=O)C1=CC=C(C=C1)CC(=O)O ([4-(pyridin-2-ylsulfamoyl)-phenyl]-acetic acid), C(C)(C)N(C(C)C)CC (N,N-diisopropylethylamine), F[B-](F)(F)F.N1(N=NC2=C1C=CC=C2)OC(=[N+](C)C)N(C)C (O-benzotriazol-1-yl-N,N,N′,N′-tetramethyluronium tetrafluoroborate), Cl (hydrochloric acid). Run in CN(C=O)C (N,N-dimethylformamide), O (water). Run at temperature 25 celsius, time 16 hour. Product: C(CCC)N1C(N(C(C(=C1)NC(CC1=CC=C(C=C1)S(NC1=NC=CC=C1)(=O)=O)=O)=O)CC1=C(C=CC=C1)F)=O (N-[1-butyl-3-(2-fluoro-benzyl)-2,4-dioxo-1,2,3,4-tetrahydro-pyrimidin-5-yl]-2-[4-(pyridin-2-ylsulfamoyl)-phenyl]-acetamide). Isolated yield 86.0%. As a reaction SMILES: [NH2:1][C:2]1[C:3](=[O:22])[N:4]([CH2:14][C:15]2[CH:20]=[CH:19][CH:18]=[CH:17][C:16]=2[F:21])[C:5](=[O:13])[N:6]([CH2:9][CH2:10][CH2:11][CH3:12])[C:7]=1N.[N:23]1[CH:28]=[CH:27][CH:26]=[CH:25][C:24]=1[NH:29][S:30]([C:33]1[CH:38]=[CH:37][C:36]([CH2:39][C:40](O)=[O:41])=[CH:35][CH:34]=1)(=[O:32])=[O:31].C(N(CC)C(C)C)(C)C.F[B-](F)(F)F.N1(OC(N(C)C)=[N+](C)C)C2C=CC=CC=2N=N1.Cl>CN(C)C=O.O>[CH2:9]([N:6]1[CH:7]=[C:2]([NH:1][C:40](=[O:41])[CH2:39][C:36]2[CH:35]=[CH:34][C:33]([S:30](=[O:31])(=[O:32])[NH:29][C:24]3[CH:25]=[CH:26][CH:27]=[CH:28][N:23]=3)=[CH:38][CH:37]=2)[C:3](=[O:22])[N:4]([CH2:14][C:15]2[CH:20]=[CH:19][CH:18]=[CH:17][C:16]=2[F:21])[C:5]1=[O:13])[CH2:10][CH2:11][CH3:12] |f:3.4|. Procedure details: A solution of 5,6-diamino-1-butyl-3-(2-fluoro-benzyl)-1H-pyrimidine-2,4-dione (30.6 mg, 0.1 mmol) and [4-(pyridin-2-ylsulfamoyl)-phenyl]-acetic acid (29.2 mg, 0.1 mmol) in dry N,N-dimethylformamide (1 mL) was treated with N,N-diisopropylethylamine (61 mL, 0.35 mmol) and O-benzotriazol-1-yl-N,N,N′,N′-tetramethyluronium tetrafluoroborate (37.9 mg, 0.1 mmol). The mixture was stirred at 25° C. for 16 h. The reaction mixture was diluted with water and acidified to pH=5.0 with a 0.01M aqueous hydrochl...